Dataset: the Open Reaction Database (ORD), a public repository of structured organic reaction records. Task: describe an organic reaction: reactants, conditions, products, and yield The reactants are B(Br)(Br)Br (BBr3), C(C(C)C)NC(C(C)(C)C1=CC(=C(C=C1)C1=CSC=C1C)OC)=O (N-isobutyl-2-(3-methoxy-4-(4-methylthiophen-3-yl)phenyl)-2-methylpropanamide), Cl (HCl). Solvent: C(Cl)Cl (DCM), C(Cl)Cl (DCM). Run at temperature -78 celsius, time 72 hour. Product: OC=1C=C(C=CC1C1=CSC=C1C)C(C(=O)NCC(C)C)(C)C (2-(3-hydroxy-4-(4-methylthiophen-3-yl)phenyl)-N-isobutyl-2-methylpropanamide). Isolated yield 69.4%. Reaction SMILES: [CH2:1]([NH:5][C:6](=[O:24])[C:7]([C:10]1[CH:15]=[CH:14][C:13]([C:16]2[C:20]([CH3:21])=[CH:19][S:18][CH:17]=2)=[C:12]([O:22]C)[CH:11]=1)([CH3:9])[CH3:8])[CH:2]([CH3:4])[CH3:3].B(Br)(Br)Br.Cl>C(Cl)Cl>[OH:22][C:12]1[CH:11]=[C:10]([C:7]([CH3:8])([CH3:9])[C:6]([NH:5][CH2:1][CH:2]([CH3:3])[CH3:4])=[O:24])[CH:15]=[CH:14][C:13]=1[C:16]1[C:20]([CH3:21])=[CH:19][S:18][CH:17]=1. Procedure: N-isobutyl-2-(3-methoxy-4-(4-methylthiophen-3-yl)phenyl)-2-methylpropanamide (example 35a) (103 mg, 0.3 mmol) was dissolved in dry DCM (5 mL), the mixture was under argon cooled to −78° C. and BBr3 (1.69 mL of 1M solution in DCM) was added drop-wise and the mixture was stirred at room temperature for 72 hrs. The solution was diluted with DCM and treated with 1M aq. HCl. The organic phase was washed with water and brine, dried over MgSO4 filtered and evaporated. The residue was purified on prepar... The reactants are [H-].[Al+3].[Li+].[H-].[H-].[H-] (lithium aluminum hydride), C(=O)(OC)[C@@H]1[C@H]2CC[C@@H](C[C@@H]1C1=CC=C(C=C1)F)N2C ((1R,2S,3S)-2-carbomethoxy-3-(4-fluorophenyl)tropane). The solvent is C(C)OCC (diethyl ether), C(C)OCC (diethyl ether). Run at time 10 minute. Product: OC[C@@H]1[C@H]2CC[C@@H](C[C@@H]1C1=CC=C(C=C1)F)N2C ((1R,2S,3S)-2-Hydroxymethyl-3-(4-fluorophenyl)tropane). As a reaction SMILES: [H-].[Al+3].[Li+].[H-].[H-].[H-].[C:7]([C@H:11]1[C@@H:17]([C:18]2[CH:23]=[CH:22][C:21]([F:24])=[CH:20][CH:19]=2)[CH2:16][C@H:15]2[N:25]([CH3:26])[C@@H:12]1[CH2:13][CH2:14]2)(OC)=[O:8]>C(OCC)C>[OH:8][CH2:7][C@H:11]1[C@@H:17]([C:18]2[CH:19]=[CH:20][C:21]([F:24])=[CH:22][CH:23]=2)[CH2:16][C@H:15]2[N:25]([CH3:26])[C@@H:12]1[CH2:13][CH2:14]2 |f:0.1.2.3.4.5|. Procedure: To a suspension of lithium aluminum hydride (0.8 g, 21 mmol) in diethyl ether (30 ml), at room temperature, was slowly added a solution of (1R,2S,3S)-2-carbomethoxy-3-(4-fluorophenyl)tropane (5 g, 18 mmol) in 100 ml diethyl ether. The reaction completes after stirring for 10 minutes and was quenched by addition of 0.8 ml water, 0.8 ml sodium hydroxide (15%) and 2 ml water. The aluminum salts were removed by filtration and the solvent was removed in vacuo leaving an oil. The title compound precip... Starting materials: COCC1=NC2=CC=CC=C2C(C1)=O (2-methoxymethyl-4-quinolone), Cl.Cl.NN (hydrazine dihydrochloride), NN (hydrazine), C(CO)O (ethylene glycol). Solvent: O (water). Yields the product NC1=C(C=CC=C1)C1=CC(=NN1)COC (5-(2-aminophenyl)-3-methoxymethylpyrazole). The yield is 85.5%. As a reaction SMILES: [CH3:1][O:2][CH2:3][C:4]1[CH2:13][C:12](=O)[C:11]2[C:6](=[CH:7][CH:8]=[CH:9][CH:10]=2)[N:5]=1.Cl.Cl.[NH2:17][NH2:18].NN.C(O)CO>O>[NH2:5][C:6]1[CH:7]=[CH:8][CH:9]=[CH:10][C:11]=1[C:12]1[NH:18][N:17]=[C:4]([CH2:3][O:2][CH3:1])[CH:13]=1 |f:1.2.3|. Procedure details: A mixture of 7.5 g (0.04 mol) of 2-methoxymethyl-4-quinolone, 4.2 g (0.04 mol) of hydrazine dihydrochloride, 12.8 ml (0.4 mol) of 95% hydrazine and 30 ml of ethylene glycol is slowly heated to reflux. The resulting solution is refluxed for 5 hours, cooled, diluted with 200 ml of distilled water, and extracted twice with methylene chloride (1×400 ml, 1×200 ml). The combined methylene chloride extracts are washed with 100 ml of distilled water, dried over sodium sulfate, and evaporated to 8.0 g of... Reactants: BrCC1=CC=C(C(=O)NC2=CC(=C(C=C2)Cl)C2=NC=CC=C2)C=C1 (4-(bromomethyl)-N-(4-chloro-3-(pyridin-2-yl)phenyl)benzamide), CN1CCNCC1 (methylpiperazine). Solvent: CS(=O)C (DMSO). Product: ClC1=C(C=C(C=C1)NC(C1=CC=C(C=C1)CN1CCN(CC1)C)=O)C1=NC=CC=C1 (N-(4-chloro-3-(pyridin-2-yl)phenyl)-4-((4-methylpiperazin-1-yl)methyl)benzamide). As a reaction SMILES: Br[CH2:2][C:3]1[CH:24]=[CH:23][C:6]([C:7]([NH:9][C:10]2[CH:15]=[CH:14][C:13]([Cl:16])=[C:12]([C:17]3[CH:22]=[CH:21][CH:20]=[CH:19][N:18]=3)[CH:11]=2)=[O:8])=[CH:5][CH:4]=1.[CH3:25][N:26]1[CH2:31][CH2:30][NH:29][CH2:28][CH2:27]1>CS(C)=O>[Cl:16][C:13]1[CH:14]=[CH:15][C:10]([NH:9][C:7](=[O:8])[C:6]2[CH:23]=[CH:24][C:3]([CH2:2][N:29]3[CH2:30][CH2:31][N:26]([CH3:25])[CH2:27][CH2:28]3)=[CH:4][CH:5]=2)=[CH:11][C:12]=1[C:17]1[CH:22]=[CH:21][CH:20]=[CH:19][N:18]=1. Procedure: 4-(bromomethyl)-N-(4-chloro-3-(pyridin-2-yl)phenyl)benzamide (85 mg) was dissolved in DMSO (1 mL) and stirred for 1 h with methylpiperazine. The reaction mixture was concentrated, and the crude residue was purified by reverse phase HPLC to yield N-(4-chloro-3-(pyridin-2-yl)phenyl)-4-((4-methylpiperazin-1-yl)methyl)benzamide. MS (Q1) 421.3 (M)+. Starting materials: CCOC(C)=O, O=C(CCl)Nc1ccc(Cl)c(C(F)(F)F)c1, [I-], [K+], Nc1cccc(-n2cnnn2)c1, CN(C)C=O. Product: O=C(COc1cccc(-n2cnnn2)c1)Nc1ccc(Cl)c(C(F)(F)F)c1. As a reaction SMILES: [CH3:36][CH2:37][O:38][C:39](=[O:40])[CH3:41].[Cl:1][CH2:2][C:3](=[O:4])[NH:5][c:6]1[cH:7][c:8]([C:13]([F:14])([F:15])[F:16])[c:9]([Cl:12])[cH:10][cH:11]1.[I-:35].[K+:34].[NH2:17][c:18]1[cH:19][c:20](-[n:24]2[n:25][n:26][n:27][cH:28]2)[cH:21][cH:22][cH:23]1.[O:29]=[CH:30][N:31]([CH3:32])[CH3:33]>>[CH2:2]([C:3](=[O:4])[NH:5][c:6]1[cH:7][c:8]([C:13]([F:14])([F:15])[F:16])[c:9]([Cl:12])[cH:10][cH:11]1)[O:29][c:18]1[cH:19][c:20](-[n:24]2[n:25][n:26][n:27][cH:28]2)[cH:21][cH:22][cH:23]1. The reactants are CO, CCOC(=O)CCCCc1c[nH]c2c(-c3noc(-c4ccc(OC(C)C)c(Cl)c4)n3)cccc12, [Na+], C1CCOC1, [OH-], O. Yields the product CC(C)Oc1ccc(-c2nc(-c3cccc4c(CCCCC(=O)O)c[nH]c34)no2)cc1Cl. Reaction SMILES: [CH3:42][OH:43].[Cl:1][c:2]1[cH:3][c:4](-[c:12]2[n:13][c:14](-[c:17]3[cH:18][cH:19][cH:20][c:21]4[c:22]([CH2:26][CH2:27][CH2:28][CH2:29][C:30](=[O:31])[O:32][CH2:33][CH3:34])[cH:23][nH:24][c:25]34)[n:15][o:16]2)[cH:5][cH:6][c:7]1[O:8][CH:9]([CH3:10])[CH3:11].[Na+:36].[O:37]1[CH2:38][CH2:39][CH2:40][CH2:41]1.[OH-:35].[OH2:44]>>[Cl:1][c:2]1[cH:3][c:4](-[c:12]2[n:13][c:14](-[c:17]3[cH:18][cH:19][cH:20][c:21]4[c:22]([CH2:26][CH2:27][CH2:28][CH2:29][C:30](=[O:31])[OH:32])[cH:23][nH:24][c:25]34)[n:15][o:16]2)[cH:5][cH:6][c:7]1[O:8][CH:9]([CH3:10])[CH3:11]. Reactants: C1(=CC=C(C=C1)S(=O)(=O)O)C (p-Toluenesulfonic acid), BrC1=C(C=CC=C1)C(CC)O (1-(2-bromophenyl)-1-propanol), C([O-])(O)=O.[Na+] (sodium bicarbonate). Run in C1(=CC=CC=C1)C (toluene). Yields the product C(=C\C)/C1=C(C=CC=C1)Br (2-((E)-1-propenyl)bromobenzene). Yield: 803.4%. Reaction SMILES: C1(C)C=CC(S(O)(=O)=O)=CC=1.[Br:12][C:13]1[CH:18]=[CH:17][CH:16]=[CH:15][C:14]=1[CH:19](O)[CH2:20][CH3:21].C(=O)(O)[O-].[Na+]>C1(C)C=CC=CC=1>[CH:19](/[C:14]1[CH:15]=[CH:16][CH:17]=[CH:18][C:13]=1[Br:12])=[CH:20]\[CH3:21] |f:2.3|. Procedure details: p-Toluenesulfonic acid (30 mg) was added to a solution (50 mL) of 1-(2-bromophenyl)-1-propanol (5.55 g, 3.0 mmol) in toluene, followed by reflux for 5 hours. Next, the reaction solution was added to a saturated aqueous solution of sodium bicarbonate under ice-cooling to neutralize the reaction solution, and the mixture was then extracted with diethyl ether. After the extract was washed with a saturated brine and then dried over sodium sulfate, the solvent was evaporated under reduced pressure. T...